From a dataset of the Open Reaction Database (ORD), a public repository of structured organic reaction records. describe an organic reaction: reactants, conditions, products, and yield The reactants are NC1=C(C=C(C=C1)Cl)C(C(F)(F)F)(C#CC1CC1)O (2-(2-amino-5-chlorophenyl)-4-cyclopropyl-1,1,1-trifluoro-3-butyn-2-ol), C(=O)(N1C=NC=C1)N1C=NC=C1 (1,1'-carbonyldiimidazole). Solvent: C1CCOC1 (THF). Product: ClC=1C=CC2=C(C(OC(N2)=O)(C(F)(F)F)C#CC2CC2)C1 ((±) 6-Chloro-4-cyclopropylethynyl-4-trifluoromethyl-1,4-dihydro-2H-3,1-benzoxazin-2-one). Yield: 100.4%. RXN SMILES: [NH2:1][C:2]1[CH:7]=[CH:6][C:5]([Cl:8])=[CH:4][C:3]=1[C:9]([OH:19])([C:14]#[C:15][CH:16]1[CH2:18][CH2:17]1)[C:10]([F:13])([F:12])[F:11].[C:20](N1C=CN=C1)(N1C=CN=C1)=[O:21]>C1COCC1>[Cl:8][C:5]1[CH:6]=[CH:7][C:2]2[NH:1][C:20](=[O:21])[O:19][C:9]([C:14]#[C:15][CH:16]3[CH2:18][CH2:17]3)([C:10]([F:13])([F:11])[F:12])[C:3]=2[CH:4]=1. Procedure details: A solution of 2-(2-amino-5-chlorophenyl)-4-cyclopropyl-1,1,1-trifluoro-3-butyn-2-ol (15.00 g, 0.0518 mol) and 41.98 g (0.259 mol) of 1,1'-carbonyldiimidazole in 250 mL of dry THF was stirred under argon at 55° C. for 24 hours. The solvent was removed on a rotary evaporator and the residue was partitioned between 500 mL of ethyl acetate and 400 mL of water. The layers were separated and the aqueous phase was extracted once more with ethyl acetate. The combined ethyl acetate extracts were washed w... The reactants are NC1=C(NC(=C1)C(C)(C)C)C(=O)OC (methyl 3-amino-5-tert-butyl-1H-pyrrole-2-carboxylate), [H-].[Na+] (NaH), C(OCC1=CC=CC=C1)(=O)Cl (benzyl carbonochloridate). The solvent is C(C)(=O)OCC (ethyl acetate), C1CCOC1 (THF). Reaction conditions: time 30 minute. Yields the product C(C1=CC=CC=C1)OC(=O)C1=C(NC(=C1)C(C)(C)C)C(=O)OC (methyl 3-(benzyloxycarbonyl)-5-tert-butyl-1H-pyrrole-2-carboxylate). Reaction SMILES: N[C:2]1[CH:6]=[C:5]([C:7]([CH3:10])([CH3:9])[CH3:8])[NH:4][C:3]=1[C:11]([O:13][CH3:14])=[O:12].[H-].[Na+].[C:17](Cl)(=[O:26])[O:18][CH2:19][C:20]1[CH:25]=[CH:24][CH:23]=[CH:22][CH:21]=1>C1COCC1.C(OCC)(=O)C>[CH2:19]([O:18][C:17]([C:2]1[CH:6]=[C:5]([C:7]([CH3:10])([CH3:9])[CH3:8])[NH:4][C:3]=1[C:11]([O:13][CH3:14])=[O:12])=[O:26])[C:20]1[CH:25]=[CH:24][CH:23]=[CH:22][CH:21]=1 |f:1.2|. Reported procedure: A mixture of the previously prepared methyl 3-amino-5-tert-butyl-1H-pyrrole-2-carboxylate (0.400 g, 2.0 mmol) and NaH (60% w/w, 0.760 g, 4.5 mmol) in THF (4 mL) was stirred at room temperature for 30 min. To the resulting mixture was added benzyl carbonochloridate drop wise and stirred at room temperature overnight. The reaction mixture was diluted with ethyl acetate and washed with saturated sodium bicarbonate solution. The crude product was recrystallized from dichloromethane:hexane to afford ... Reactants: O=C1C(=C(OC2=C(N=CC=C21)C=C)C2=CC=CC=C2)C2=CC=C(C=C2)C2(CCC2)NC(OC(C)(C)C)=O (tert-butyl 1-(4-(4-oxo-2-phenyl-8-vinyl-4H-pyrano[2,3-c]pyridin-3-yl)phenyl)cyclobutylcarbamate), Cl (HCl), O1CCOCC1 (1,4-dioxane). Solvent: C(Cl)Cl (DCM). Conditions: time 4 hour. Product: NC1(CCC1)C1=CC=C(C=C1)C=1C(C=2C(=C(N=CC2)CCCl)OC1C1=CC=CC=C1)=O (3-(4-(1-aminocyclobutyl)phenyl)-8-(2-chloroethyl)-2-phenyl-4H-pyrano[2,3-c]pyridin-4-one), Cl (HCl). The yield is 38.0%. Reaction SMILES: [O:1]=[C:2]1[C:11]2[C:6](=[C:7]([CH:12]=[CH2:13])[N:8]=[CH:9][CH:10]=2)[O:5][C:4]([C:14]2[CH:19]=[CH:18][CH:17]=[CH:16][CH:15]=2)=[C:3]1[C:20]1[CH:25]=[CH:24][C:23]([C:26]2([NH:30]C(=O)OC(C)(C)C)[CH2:29][CH2:28][CH2:27]2)=[CH:22][CH:21]=1.[ClH:38].O1CCOCC1>C(Cl)Cl>[NH2:30][C:26]1([C:23]2[CH:22]=[CH:21][C:20]([C:3]3[C:2](=[O:1])[C:11]4[C:6]([O:5][C:4]=3[C:14]3[CH:19]=[CH:18][CH:17]=[CH:16][CH:15]=3)=[C:7]([CH2:12][CH2:13][Cl:38])[N:8]=[CH:9][CH:10]=4)=[CH:25][CH:24]=2)[CH2:27][CH2:28][CH2:29]1.[ClH:38]. Procedure details: To a solution of tert-butyl 1-(4-(4-oxo-2-phenyl-8-vinyl-4H-pyrano[2,3-c]pyridin-3-yl)phenyl)cyclobutylcarbamate (15 mg, 0.030 mmol) in DCM was added 4 M HCl in 1,4-dioxane (0.05 mL, 2 mmol). The reaction mixture was stirred at RT for 4 h. The solvents were removed in vacuo. The product was chromatographed on a 5 g C18 cartridge {gradient 10 to 50% MeOH in water+1 M HCl (60 μL in each 10 mL of eluent)} to give the title compound as an HCl salt (5 mg, 38%). 1H NMR (500 MHz, CD3OD): δ 8.61 (d, 1H)... The reactants are N1=NC=C(C=C1)C=1C=C(C=CC1O)C1=CC=CC=C1 (3-Pyridazin-4-ylbiphenyl-4-ol), ClC=1C(=CC(=C(C1)S(=O)(=O)N(C=1SC=NN1)CC1=C(C=C(C=C1)OC)OC)F)F (5-chloro-N-(2,4-dimethoxybenzyl)-2,4-difluoro-N-1,3,4-thiadiazol-2-ylbenzenesulfonamide), C([O-])([O-])=O.[K+].[K+] (Potassium carbonate). The solvent is CS(=O)C (dimethylsulfoxide). Conditions: time 16 hour. The product is ClC=1C(=CC(=C(C1)S(=O)(=O)N(C=1SC=NN1)CC1=C(C=C(C=C1)OC)OC)F)OC1=C(C=C(C=C1)C1=CC=CC=C1)C1=CN=NC=C1 (5-Chloro-N-(2,4-dimethoxybenzyl)-2-fluoro-4-[(3-pyridazin-4-ylbiphenyl-4-yl)oxy]-N-1,3,4-thiadiazol-2-ylbenzenesulfonamide). Isolated yield 72.4%. As a reaction SMILES: [N:1]1[CH:6]=[CH:5][C:4]([C:7]2[CH:8]=[C:9]([C:14]3[CH:19]=[CH:18][CH:17]=[CH:16][CH:15]=3)[CH:10]=[CH:11][C:12]=2[OH:13])=[CH:3][N:2]=1.[Cl:20][C:21]1[C:22](F)=[CH:23][C:24]([F:47])=[C:25]([S:27]([N:30]([CH2:36][C:37]2[CH:42]=[CH:41][C:40]([O:43][CH3:44])=[CH:39][C:38]=2[O:45][CH3:46])[C:31]2[S:32][CH:33]=[N:34][N:35]=2)(=[O:29])=[O:28])[CH:26]=1.C(=O)([O-])[O-].[K+].[K+]>CS(C)=O>[Cl:20][C:21]1[C:22]([O:13][C:12]2[CH:11]=[CH:10][C:9]([C:14]3[CH:19]=[CH:18][CH:17]=[CH:16][CH:15]=3)=[CH:8][C:7]=2[C:4]2[CH:5]=[CH:6][N:1]=[N:2][CH:3]=2)=[CH:23][C:24]([F:47])=[C:25]([S:27]([N:30]([CH2:36][C:37]2[CH:42]=[CH:41][C:40]([O:43][CH3:44])=[CH:39][C:38]=2[O:45][CH3:46])[C:31]2[S:32][CH:33]=[N:34][N:35]=2)(=[O:28])=[O:29])[CH:26]=1 |f:2.3.4|. Procedure: 3-Pyridazin-4-ylbiphenyl-4-ol (Preparation 4, 50 mg, 0.2 mmol) and 5-chloro-N-(2,4-dimethoxybenzyl)-2,4-difluoro-N-1,3,4-thiadiazol-2-ylbenzenesulfonamide (Preparation 16, 93 mg, 0.2 mmol) were dissolved in dimethylsulfoxide (2 mL). Potassium carbonate (83 mg, 0.6 mmol) was added and the reaction stirred at room temperature for 16 hours. The crude material was partitioned between ethyl acetate (20 mL) and water (20 mL), the organic layer separated, concentrated in vacuo and purified by silica ge... Yield: 76.3%. Reagents/catalysts: [Ni] (Raney-nickel). The product is C(N)(=N)C1=CC=C(C=C1)NC(C(=O)O)C1=C(C=CC(=C1)OC)OC ((RS)-(4-carbamimidoyl-phenylamino)-(2,5-dimethoxy-phenyl)-acetic acid). Run in C(C)(=O)O (acetic acid), C(C)(=O)O (acetic acid). Procedure details: 555 mg of (Z)-(RS)-(2,5-dimethoxy-phenyl)-[4-(N-hydroxycarbamimidoyl)-phenylamino]-acetic acid were stirred under hydrogen in 8 ml of acetic acid and 16 ml of water in the presence of Raney-nickel. After the addition 13 ml of acetic acid the solution was filtered clear and evaporated in a vacuum. The residue was triturated in water and then in methanol, filtered off under suction and dried. There were obtained 404 mg of (RS)-(4-carbamimidoyl-phenylamino)-(2,5-dimethoxy-phenyl)-acetic acid, m.p. ... As a reaction SMILES: [CH3:1][O:2][C:3]1[CH:8]=[CH:7][C:6]([O:9][CH3:10])=[CH:5][C:4]=1[CH:11]([NH:15][C:16]1[CH:21]=[CH:20][C:19](/[C:22](=[N:25]/[H])/[NH:23]O)=[CH:18][CH:17]=1)[C:12]([OH:14])=[O:13].O>C(O)(=O)C.[Ni]>[C:22]([C:19]1[CH:18]=[CH:17][C:16]([NH:15][CH:11]([C:4]2[CH:5]=[C:6]([O:9][CH3:10])[CH:7]=[CH:8][C:3]=2[O:2][CH3:1])[C:12]([OH:14])=[O:13])=[CH:21][CH:20]=1)(=[NH:23])[NH2:25]. The reactants are COC1=C(C=C(C=C1)OC)C(C(=O)O)NC1=CC=C(C=C1)/C(/NO)=N/[H] ((Z)-(RS)-(2,5-dimethoxy-phenyl)-[4-(N-hydroxycarbamimidoyl)-phenylamino]-acetic acid), O (water). The reactants are OCc1ccc(Br)cc1, CCOC(C)=O, CN(C)C=O, Fc1ccccn1, O. Yields the product Brc1ccc(COc2ccccn2)cc1. As a reaction SMILES: [Br:1][c:2]1[cH:3][cH:4][c:5]([CH2:6][OH:7])[cH:8][cH:9]1.[CH3:18][CH2:19][O:20][C:21](=[O:22])[CH3:23].[CH3:24][N:25]([CH3:26])[CH:27]=[O:28].[F:10][c:11]1[n:12][cH:13][cH:14][cH:15][cH:16]1.[OH2:17]>>[Br:1][c:2]1[cH:3][cH:4][c:5]([CH2:6][O:7][c:11]2[n:12][cH:13][cH:14][cH:15][cH:16]2)[cH:8][cH:9]1. Reactants: C(CC)(=O)NC=1C=NC2=CC=CC=C2C1 (3-(N-propionyl)aminoquinoline), C(=O)[O-].[NH4+] (ammonium formate), ( 45 ), ClC=1C=CC=C2CCC(CC12)NCCC (8-chloro-2-(N-n-propylamino)tetralin), C1CCCC2=CC=CC=C12 (tetralin), ( 100 ), ClC=1C=CC=C2CCC(CC12)NCCC (8-chloro-2-(N-n-propylamino)tetralin). Reagents/catalysts: [Pd] (Pd/C). Solvent: CO (methanol). Reaction conditions: time 2 day. The product is C(CC)(=O)NC1CNC2=CC=CC=C2C1 (3-(N-Propionyl)amino-1,2,3,4-tetrahydroquinoline). RXN SMILES: [C:1]([NH:5][C:6]1[CH:7]=[N:8][C:9]2[C:14]([CH:15]=1)=[CH:13][CH:12]=[CH:11][CH:10]=2)(=[O:4])[CH2:2][CH3:3].C([O-])=O.[NH4+].C1C2C(=CC=CC=2)CCC1.ClC1C=CC=C2C=1CC(NCCC)CC2>CO.[Pd]>[C:1]([NH:5][CH:6]1[CH2:15][C:14]2[C:9](=[CH:10][CH:11]=[CH:12][CH:13]=2)[NH:8][CH2:7]1)(=[O:4])[CH2:2][CH3:3] |f:1.2|. Reported procedure: To a solution of 17.4 g (86.9) 3-(N-propionyl)aminoquinoline and 20.0 g (317 mmol) ammonium formate in 150 ml methanol was added 1.0 g Pd/C cautiously under an inert atmosphere. After stirring at ambient temperature for 2 days the reaction stopped. The ratio between starting material and product was approximately 1:1 (monitored by GLC). The mixture was filtered on Celite and evaporated to a residue from which the product was extracted into diethyl ether. The ether solution was dried (magnesium s... The reactants are Cl (hydrochloric acid), FC(CC(C#N)C#N)(C(C(C(F)F)(F)F)(F)F)F (2-(2,2,3,3,4,4,5,5-octafluoropentyl)malononitrile), BrCCCF (1-bromo-3-fluoropropane), C([O-])([O-])=O.[K+].[K+] (potassium carbonate). Solvent: COCCOC (ethylene glycol dimethyl ether). Run at time 10 hour. Yields the product FCCCC(C#N)(C#N)CC(C(C(C(F)F)(F)F)(F)F)(F)F (2-(3-fluoropropyl)-2-(2,2,3,3,4,4,5,5-octafluoropentyl)malononitrile). The yield is 39.4%. Reaction SMILES: [F:1][C:2]([F:18])([C:9]([F:17])([F:16])[C:10]([F:15])([F:14])[CH:11]([F:13])[F:12])[CH2:3][CH:4]([C:7]#[N:8])[C:5]#[N:6].Br[CH2:20][CH2:21][CH2:22][F:23].C(=O)([O-])[O-].[K+].[K+].Cl>COCCOC>[F:23][CH2:22][CH2:21][CH2:20][C:4]([CH2:3][C:2]([F:18])([F:1])[C:9]([F:16])([F:17])[C:10]([F:14])([F:15])[CH:11]([F:13])[F:12])([C:7]#[N:8])[C:5]#[N:6] |f:2.3.4|. Procedure details: 1.4 g of 2-(2,2,3,3,4,4,5,5-octafluoropentyl)malononitrile and 1.0 g of 1-bromo-3-fluoropropane were dissolved in 10 ml of ethylene glycol dimethyl ether, 0.97 g of potassium carbonate was added, and the mixture was stirred at room temperature for 10 hours. Thereafter, dilute hydrochloric acid was added to the reaction mixture, followed by extraction with methyl tert-butyl ether. The organic layer was washed successively with water, aqueous saturated sodium hydrogen carbonate and aqueous saturat... Reactants: C(=O)(C(F)(F)F)O (TFA), COC1=CC=C(CNC2=NC3=CC=C(C=C3C=C2CC(C(=O)NCCC(C)(C)C)C)C2=NC=CC=C2C)C=C1 (3-(2-(4-methoxybenzylamino)-6-(3-methylpyridin-2-yl)quinolin-3-yl)-N-(3,3-dimethylbutyl)-2-methylpropanamide). Run at temperature 65 celsius, time 5 hour. Yields the product NC1=NC2=CC=C(C=C2C=C1CC(C(=O)NCCC(C)(C)C)C)C1=NC=CC=C1C (3-(2-amino-6-(3-methylpyridin-2-yl)quinolin-3-yl)-N-(3,3-dimethylbutyl)-2-methylpropanamide). Reaction SMILES: C(O)(C(F)(F)F)=O.COC1C=CC(C[NH:15][C:16]2[C:25]([CH2:26][CH:27]([CH3:37])[C:28]([NH:30][CH2:31][CH2:32][C:33]([CH3:36])([CH3:35])[CH3:34])=[O:29])=[CH:24][C:23]3[C:18](=[CH:19][CH:20]=[C:21]([C:38]4[C:43]([CH3:44])=[CH:42][CH:41]=[CH:40][N:39]=4)[CH:22]=3)[N:17]=2)=CC=1>>[NH2:15][C:16]1[C:25]([CH2:26][CH:27]([CH3:37])[C:28]([NH:30][CH2:31][CH2:32][C:33]([CH3:36])([CH3:35])[CH3:34])=[O:29])=[CH:24][C:23]2[C:18](=[CH:19][CH:20]=[C:21]([C:38]3[C:43]([CH3:44])=[CH:42][CH:41]=[CH:40][N:39]=3)[CH:22]=2)[N:17]=1. Procedure details: Lithium chloride (2.41 g, 56.7 mmol) is stirred 4 h in MeCN (300 mL). To the cloudy solution was added 2-(4-methoxybenzylamino)-6-bromoquinoline-3-carbaldehyde 7 (10.5 g, 28.4 mmol, prepared as in scheme II), ethyl 2-(diethoxyphosphoryl)propanoate (7.4 L, 34.0 mmol) and 2,3,4,6,7,8,9,10-octahydropyrimido[1,2-a]azepine (4.3 ml, 28.4 mmol) and the reaction is stirred 12 h. The reaction is partitioned between 10% sodium carbonate solution and EtOAc. The aqueous layer is extracted with EtOAc and the...